This data is from the Open Reaction Database (ORD), a public repository of structured organic reaction records. The task is: describe an organic reaction: reactants, conditions, products, and yield The reactants are Br, CC(=O)O, CS(=O)(=O)c1ccc(-c2nc3c(s2)CCN(C(=O)OCc2ccccc2)C3)cc1, C1CCNCC1. Product: CS(=O)(=O)c1ccc(-c2nc3c(s2)CCNC3)cc1. Reaction SMILES: [BrH:36].[CH3:37][C:38](=[O:39])[OH:40].[CH3:7][S:8](=[O:9])(=[O:10])[c:11]1[cH:12][cH:13][c:14](-[c:17]2[s:18][c:19]3[c:20]([n:35]2)[CH2:21][N:22]([C:25]([O:26][CH2:27][c:28]2[cH:29][cH:30][cH:31][cH:32][cH:33]2)=[O:34])[CH2:23][CH2:24]3)[cH:15][cH:16]1.[NH:1]1[CH2:2][CH2:3][CH2:4][CH2:5][CH2:6]1>>[CH3:7][S:8](=[O:9])(=[O:10])[c:11]1[cH:12][cH:13][c:14](-[c:17]2[s:18][c:19]3[c:20]([n:35]2)[CH2:21][NH:22][CH2:23][CH2:24]3)[cH:15][cH:16]1. As a reaction SMILES: [CH2:1]([c:2]1[cH:3][cH:4][cH:5][cH:6][cH:7]1)[O:8][c:9]1[cH:10][c:11]2[c:12](-[c:26]3[cH:27][cH:28][c:29]([Cl:32])[cH:30][cH:31]3)[c:13]([CH2:24][OH:25])[n:14]([CH2:20][CH:21]([CH3:22])[CH3:23])[c:15](=[O:19])[c:16]2[cH:17][cH:18]1.[CH3:42][c:43]1[cH:44][cH:45][cH:46][cH:47][cH:48]1.[Na+:37].[OH:38][C:39](=[O:40])[O-:41].[S:33]([Cl:34])([Cl:35])=[O:36]>>[CH2:1]([c:2]1[cH:3][cH:4][cH:5][cH:6][cH:7]1)[O:8][c:9]1[cH:10][c:11]2[c:12](-[c:26]3[cH:27][cH:28][c:29]([Cl:32])[cH:30][cH:31]3)[c:13]([CH2:24][Cl:35])[n:14]([CH2:20][CH:21]([CH3:22])[CH3:23])[c:15](=[O:19])[c:16]2[cH:17][cH:18]1. The reactants are CC(C)Cn1c(CO)c(-c2ccc(Cl)cc2)c2cc(OCc3ccccc3)ccc2c1=O, Cc1ccccc1, [Na+], O=C([O-])O, O=S(Cl)Cl. Product: CC(C)Cn1c(CCl)c(-c2ccc(Cl)cc2)c2cc(OCc3ccccc3)ccc2c1=O.